describe an organic reaction: reactants, conditions, products, and yield From a dataset of the Open Reaction Database (ORD), a public repository of structured organic reaction records. Starting materials: COC(=O)c1cccc2nc(C3CCCN(C(=O)OCc4ccccc4)C3)oc12, CO, N. The product is NC(=O)c1cccc2nc(C3CCCN(C(=O)OCc4ccccc4)C3)oc12. Reaction SMILES: [CH2:1]([c:2]1[cH:3][cH:4][cH:5][cH:6][cH:7]1)[O:8][C:9](=[O:10])[N:11]1[CH2:12][CH:13]([c:17]2[o:18][c:19]3[c:20]([n:21]2)[cH:22][cH:23][cH:24][c:25]3[C:26](=[O:27])[O:28][CH3:29])[CH2:14][CH2:15][CH2:16]1.[CH3:31][OH:32].[NH3:30]>>[CH2:1]([c:2]1[cH:3][cH:4][cH:5][cH:6][cH:7]1)[O:8][C:9](=[O:10])[N:11]1[CH2:12][CH:13]([c:17]2[o:18][c:19]3[c:20]([n:21]2)[cH:22][cH:23][cH:24][c:25]3[C:26](=[O:27])[NH2:30])[CH2:14][CH2:15][CH2:16]1. The reactants are BrC=1C(=C(CO[Si](C)(C)C(C)(C)C)C=CC1)F ([(3-bromo-2-fluorobenzyl)oxy](tert-butyl)dimethylsilane), N1CCC(CC1)C(=O)OCC (ethyl piperidine-4-carboxylate), C=1C=CC(=CC1)P(C=2C=CC=CC2)C3=CC=C4C=CC=CC4=C3C5=C6C=CC=CC6=CC=C5P(C=7C=CC=CC7)C=8C=CC=CC8 (BINAP), C([O-])([O-])=O.[Cs+].[Cs+] (cesium carbonate). The reagents and catalysts are C=1C=CC(=CC1)/C=C/C(=O)/C=C/C2=CC=CC=C2.C=1C=CC(=CC1)/C=C/C(=O)/C=C/C2=CC=CC=C2.C=1C=CC(=CC1)/C=C/C(=O)/C=C/C2=CC=CC=C2.[Pd].[Pd] (Pd2(dba)3). Solvent: CCOC(=O)C (EtOAc), C1(=CC=CC=C1)C (toluene). Reaction conditions: temperature 100 celsius, time 1 hour. Yields the product FC1=C(C=CC=C1CO)N1CCC(CC1)C(=O)OCC (ethyl 1-[2-fluoro-3-(hydroxymethyl)phenyl]piperidine-4-carboxylate). The yield is 57.9%. As a reaction SMILES: Br[C:2]1[C:3]([F:17])=[C:4]([CH:14]=[CH:15][CH:16]=1)[CH2:5][O:6][Si](C(C)(C)C)(C)C.[NH:18]1[CH2:23][CH2:22][CH:21]([C:24]([O:26][CH2:27][CH3:28])=[O:25])[CH2:20][CH2:19]1.C1C=CC(P(C2C(C3C(P(C4C=CC=CC=4)C4C=CC=CC=4)=CC=C4C=3C=CC=C4)=C3C(C=CC=C3)=CC=2)C2C=CC=CC=2)=CC=1.C(=O)([O-])[O-].[Cs+].[Cs+]>C1C=CC(/C=C/C(/C=C/C2C=CC=CC=2)=O)=CC=1.C1C=CC(/C=C/C(/C=C/C2C=CC=CC=2)=O)=CC=1.C1C=CC(/C=C/C(/C=C/C2C=CC=CC=2)=O)=CC=1.[Pd].[Pd].CCOC(C)=O.C1(C)C=CC=CC=1>[F:17][C:3]1[C:4]([CH2:5][OH:6])=[CH:14][CH:15]=[CH:16][C:2]=1[N:18]1[CH2:23][CH2:22][CH:21]([C:24]([O:26][CH2:27][CH3:28])=[O:25])[CH2:20][CH2:19]1 |f:3.4.5,6.7.8.9.10|. Procedure details: Under argon atmosphere, [(3-bromo-2-fluorobenzyl)oxy](tert-butyl)dimethylsilane (2 g) and ethyl piperidine-4-carboxylate (1.6 g) were mixed with toluene (30 ml), and Pd2(dba)3 (150 mg), BINAP (300 mg), and cesium carbonate (3.2 g) were added thereto, followed by stirring at 100° C. for 1 hour. The reaction mixture was cooled to room temperature, and EtOAc was added thereto, followed by filtration using Celite as a filtration adjuvant. The filtrate was concentrated under reduced pressure, the res...